The task is: describe an organic reaction: reactants, conditions, products, and yield. This data is from the Open Reaction Database (ORD), a public repository of structured organic reaction records. Reactants: COC(C(C[C@H]1N(C[C@@H]([C@H](C1)C1=CC=C(C=C1)OC)OCC=1C=CC2=C(N(CCO2)CCCOC)C1)S(=O)(=O)C1=CC=C(C=C1)C)(C)C)=O (3-[(2S,4R,5R)-4-(4-methoxy-phenyl)-5-[4-(3-methoxy-propyl)-3,4-dihydro-2H-benzo[1,4]oxazin-6-ylmethoxy]-1-(toluene-4-sulfonyl)-piperidin-2-yl]-2,2-dimethyl-propionic acid methyl ester), [OH-].[Na+] (sodium hydroxide). The solvent is O1CCCC1 (tetrahydrofuran), C(C)O (ethanol). Reaction conditions: temperature 65 celsius, time 4 hour. Yields the product COC1=CC=C(C=C1)[C@H]1C[C@H](N(C[C@@H]1OCC=1C=CC2=C(N(CCO2)CCCOC)C1)S(=O)(=O)C1=CC=C(C=C1)C)CC(C(=O)O)(C)C (3-[(2S,4R,5R)-4-(4-Methoxy-phenyl)-5-[4-(3-methoxy-propyl)-3,4-dihydro-2H-benzo[1,4]oxazin-6-ylmethoxy]-1-(toluene-4-sulfonyl)-piperidin-2-yl]-2,2-dimethyl-propionic acid). As a reaction SMILES: C[O:2][C:3](=[O:49])[C:4]([CH3:48])([CH3:47])[CH2:5][C@@H:6]1[CH2:11][C@H:10]([C:12]2[CH:17]=[CH:16][C:15]([O:18][CH3:19])=[CH:14][CH:13]=2)[C@@H:9]([O:20][CH2:21][C:22]2[CH:23]=[CH:24][C:25]3[O:30][CH2:29][CH2:28][N:27]([CH2:31][CH2:32][CH2:33][O:34][CH3:35])[C:26]=3[CH:36]=2)[CH2:8][N:7]1[S:37]([C:40]1[CH:45]=[CH:44][C:43]([CH3:46])=[CH:42][CH:41]=1)(=[O:39])=[O:38].[OH-].[Na+]>O1CCCC1.C(O)C>[CH3:19][O:18][C:15]1[CH:14]=[CH:13][C:12]([C@@H:10]2[C@@H:9]([O:20][CH2:21][C:22]3[CH:23]=[CH:24][C:25]4[O:30][CH2:29][CH2:28][N:27]([CH2:31][CH2:32][CH2:33][O:34][CH3:35])[C:26]=4[CH:36]=3)[CH2:8][N:7]([S:37]([C:40]3[CH:45]=[CH:44][C:43]([CH3:46])=[CH:42][CH:41]=3)(=[O:38])=[O:39])[C@H:6]([CH2:5][C:4]([CH3:48])([CH3:47])[C:3]([OH:49])=[O:2])[CH2:11]2)=[CH:17][CH:16]=1 |f:1.2|. Reported procedure: To a solution of 8.62 g of 3-[(2S,4R,5R)-4-(4-methoxy-phenyl)-5-[4-(3-methoxy-propyl)-3,4-dihydro-2H-benzo[1,4]oxazin-6-ylmethoxy]-1-(toluene-4-sulfonyl)-piperidin-2-yl]-2,2-dimethyl-propionic acid methyl ester in 20 ml tetrahydrofuran and 50 ml ethanol are added 60 ml of a 20% sodium hydroxide solution. The reaction mixture is stirred for 4 hours at 65° C. The organic solvents are evaporated under reduced pressure and the remaining solution is acidified with 6M aqueous hydrochloric acid until p... Starting materials: CN(C)C=O, ClCCl, Cc1cnc(Nc2ncc(C#N)s2)cc1CO, O=P(Cl)(Cl)Cl. Yields the product Cc1cnc(Nc2ncc(C#N)s2)cc1CCl. Reaction SMILES: [CH3:18][N:19]([CH3:20])[CH:21]=[O:22].[Cl:28][CH2:29][Cl:30].[OH:1][CH2:2][c:3]1[cH:4][c:5]([NH:10][c:11]2[s:12][c:13]([C:16]#[N:17])[cH:14][n:15]2)[n:6][cH:7][c:8]1[CH3:9].[P:23]([Cl:24])([Cl:25])([Cl:26])=[O:27]>>[CH2:2]([c:3]1[cH:4][c:5]([NH:10][c:11]2[s:12][c:13]([C:16]#[N:17])[cH:14][n:15]2)[n:6][cH:7][c:8]1[CH3:9])[Cl:25]. The reactants are FC=1C2=C(C=C3CC4(C(NC(NC4=O)=O)=O)[C@@H]4N(C13)C[C@H](O[C@H]4C)C)C(=NO2)C2=NC(=NC=C2)S(=O)(=O)C ((2R,4S,4aS)-11-fluoro-2,4-dimethyl-8-(2-(methylsulfonyl)pyrimidin-4-yl)-2,4,4a,6-tetrahydro-1H,1′H-spiro[isoxazolo[4,5-g][1,4]oxazino[4,3-a]quinoline-5,5′-pyrimidine]-2′,4′,6′(3′H)-trione), [C-]#N.[K+] (potassium cyanide). Yields the product FC=1C2=C(C=C3CC4(C(NC(NC4=O)=O)=O)[C@@H]4N(C13)C[C@H](O[C@H]4C)C)C(=NO2)C2=NC(=NC=C2)C#N (4-((2R,4S,4aS)-11-fluoro-2,4-dimethyl-2′,4′,6′-trioxo-2,2′,3′,4,4a,4′,6,6′-octahydro-1H,1′H-spiro[isoxazolo[4,5-g][1,4]oxazino[4,3-a]quinoline-5,5′-pyrimidine]-8-yl)pyrimidine-2-carbonitrile). As a reaction SMILES: [F:1][C:2]1[C:3]2[O:28][N:27]=[C:26]([C:29]3[CH:34]=[CH:33][N:32]=[C:31](S(C)(=O)=O)[N:30]=3)[C:4]=2[CH:5]=[C:6]2[C:19]=1[N:18]1[CH2:20][C@@H:21]([CH3:25])[O:22][C@@H:23]([CH3:24])[C@@H:17]1[C:8]1([C:13](=[O:14])[NH:12][C:11](=[O:15])[NH:10][C:9]1=[O:16])[CH2:7]2.[C-:39]#[N:40].[K+]>>[F:1][C:2]1[C:3]2[O:28][N:27]=[C:26]([C:29]3[CH:34]=[CH:33][N:32]=[C:31]([C:39]#[N:40])[N:30]=3)[C:4]=2[CH:5]=[C:6]2[C:19]=1[N:18]1[CH2:20][C@@H:21]([CH3:25])[O:22][C@@H:23]([CH3:24])[C@@H:17]1[C:8]1([C:13](=[O:14])[NH:12][C:11](=[O:15])[NH:10][C:9]1=[O:16])[CH2:7]2 |f:1.2|. Procedure: Starting material: (2R,4S,4aS)-11-fluoro-2,4-dimethyl-8-(2-(methylsulfonyl)pyrimidin-4-yl)-2,4,4a,6-tetrahydro-1H,1′H-spiro[isoxazolo[4,5-g][1,4]oxazino[4,3-a]quinoline-5,5′-pyrimidine]-2′,4′,6′(3′H)-trione (Example 169) and potassium cyanide. Product: O=[N+]([O-])c1ccc(Cl)c(Cl)c1CO. Reaction SMILES: [BH4-:14].[CH3:18][OH:19].[Cl-:16].[Cl:1][c:2]1[c:3]([CH:4]=[O:5])[c:6]([N+:11](=[O:12])[O-:13])[cH:7][cH:8][c:9]1[Cl:10].[NH4+:17].[Na+:15]>>[Cl:1][c:2]1[c:3]([CH2:4][OH:5])[c:6]([N+:11](=[O:12])[O-:13])[cH:7][cH:8][c:9]1[Cl:10]. Reactants: [BH4-], CO, [Cl-], O=Cc1c([N+](=O)[O-])ccc(Cl)c1Cl, [NH4+], [Na+]. Starting materials: BrCCc1ccccc1, CCOC(=O)c1ccc2c(c1)CC(COS(=O)(=O)C(F)(F)F)O2. Product: CCOC(=O)c1ccc2c(c1)CC(CCCc1ccccc1)O2. As a reaction SMILES: [Br:24][CH2:25][CH2:26][c:27]1[cH:28][cH:29][cH:30][cH:31][cH:32]1.[F:1][C:2]([F:3])([F:4])[S:5]([O:6][CH2:7][CH:8]1[O:9][c:10]2[c:11]([cH:13][c:14]([C:17](=[O:18])[O:19][CH2:20][CH3:21])[cH:15][cH:16]2)[CH2:12]1)(=[O:22])=[O:23]>>[CH2:7]([CH:8]1[O:9][c:10]2[c:11]([cH:13][c:14]([C:17](=[O:18])[O:19][CH2:20][CH3:21])[cH:15][cH:16]2)[CH2:12]1)[CH2:25][CH2:26][c:27]1[cH:28][cH:29][cH:30][cH:31][cH:32]1. The reactants are [Ag+], [Al], BrC1(Br)C2CCCCCC21, COC(=O)CO, Cc1ccccc1, [O-][Cl+3]([O-])([O-])[O-]. Product: COC(=O)C(O)C1CCCCCC=C1Br. RXN SMILES: [Ag+:30].[Al:17].[Br:1][C:2]1([Br:10])[CH:3]2[CH2:4][CH2:5][CH2:6][CH2:7][CH2:8][CH:9]12.[C:11]([CH2:12][OH:13])(=[O:14])[O:15][CH3:16].[CH3:18][c:19]1[cH:20][cH:21][cH:22][cH:23][cH:24]1.[Cl+3:25]([O-:26])([O-:27])([O-:28])[O-:29]>>[C:2]1([Br:10])=[CH:9][CH2:8][CH2:7][CH2:6][CH2:5][CH2:4][CH:3]1[CH:12]([C:11](=[O:14])[O:15][CH3:16])[OH:13].